describe an organic reaction: reactants, conditions, products, and yield From a dataset of the Open Reaction Database (ORD), a public repository of structured organic reaction records. Starting materials: CC1CN(Cc2ccc(N(C)C(=O)c3ccc(Cl)nc3)cc2)CCN1C(=O)OC(C)(C)C, CNc1ccc(CN2CCN(C(=O)OC(C)(C)C)C(C)C2)c(F)c1. Yields the product CC1CN(Cc2ccc(N(C)C(=O)c3ccc(Cl)nc3)cc2F)CCN1C(=O)OC(C)(C)C. Reaction SMILES: [Cl:25][c:26]1[cH:27][cH:28][c:29]([C:32](=[O:33])[N:34]([c:35]2[cH:36][cH:37][c:38]([CH2:41][N:42]3[CH2:43][CH:44]([CH3:55])[N:45]([C:48](=[O:49])[O:50][C:51]([CH3:52])([CH3:53])[CH3:54])[CH2:46][CH2:47]3)[cH:39][cH:40]2)[CH3:56])[cH:30][n:31]1.[F:1][c:2]1[cH:3][c:4]([NH:5][CH3:6])[cH:7][cH:8][c:9]1[CH2:10][N:11]1[CH2:12][CH2:13][N:14]([C:15]([O:16][C:17]([CH3:18])([CH3:19])[CH3:20])=[O:21])[CH:22]([CH3:23])[CH2:24]1>>[F:1][c:39]1[c:38]([CH2:41][N:42]2[CH2:43][CH:44]([CH3:55])[N:45]([C:48](=[O:49])[O:50][C:51]([CH3:52])([CH3:53])[CH3:54])[CH2:46][CH2:47]2)[cH:37][cH:36][c:35]([N:34]([C:32]([c:29]2[cH:28][cH:27][c:26]([Cl:25])[n:31][cH:30]2)=[O:33])[CH3:56])[cH:40]1. Reactants: C1CN2CCN1CC2, O=C=Nc1ccccc1, O=C1NC2(CCCCC2)N(O)C12CCCCC2, c1ccccc1. Product: O=C(Nc1ccccc1)N1C(=O)C2(CCCCC2)N(O)C12CCCCC2. RXN SMILES: [N:27]12[CH2:28][CH2:29][N:30]([CH2:31][CH2:32]1)[CH2:33][CH2:34]2.[O:18]=[C:19]=[N:20][c:21]1[cH:22][cH:23][cH:24][cH:25][cH:26]1.[OH:1][N:2]1[C:3]2([CH2:4][CH2:5][CH2:6][CH2:7][CH2:8]2)[C:9](=[O:17])[NH:10][C:11]12[CH2:12][CH2:13][CH2:14][CH2:15][CH2:16]2.[cH:35]1[cH:36][cH:37][cH:38][cH:39][cH:40]1>>[OH:1][N:2]1[C:3]2([CH2:4][CH2:5][CH2:6][CH2:7][CH2:8]2)[C:9](=[O:17])[N:10]([C:19](=[O:18])[NH:20][c:21]2[cH:22][cH:23][cH:24][cH:25][cH:26]2)[C:11]12[CH2:12][CH2:13][CH2:14][CH2:15][CH2:16]2. Starting materials: Cl.C(C1=CC=CC=C1)OC(=O)NC(P(OC1=CC=CC=C1)(=O)OC1=CC=CC=C1)C1=CC=C(C=C1)C(N)=N (diphenyl N-benzyloxycarbonylamino(4-amidinophenyl)methanephosphonate hydrochloride), [H][H] (hydrogen). The reagents and catalysts are [Pd] (Pd/C). Solvent: CO.Cl (HCl methanol). Product: Cl.Cl.NC(P(OC1=CC=CC=C1)(=O)OC1=CC=CC=C1)C1=CC=C(C=C1)C(N)=N (Diphenyl amino(4-amidinophenyl)methanephosphonate dihydrochloride). Reaction SMILES: [ClH:1].C(OC([NH:12][CH:13]([C:30]1[CH:35]=[CH:34][C:33]([C:36](=[NH:38])[NH2:37])=[CH:32][CH:31]=1)[P:14]([O:23][C:24]1[CH:29]=[CH:28][CH:27]=[CH:26][CH:25]=1)(=[O:22])[O:15][C:16]1[CH:21]=[CH:20][CH:19]=[CH:18][CH:17]=1)=O)C1C=CC=CC=1.[H][H]>CO.Cl.[Pd]>[ClH:1].[ClH:1].[NH2:12][CH:13]([C:30]1[CH:35]=[CH:34][C:33]([C:36](=[NH:37])[NH2:38])=[CH:32][CH:31]=1)[P:14]([O:15][C:16]1[CH:21]=[CH:20][CH:19]=[CH:18][CH:17]=1)(=[O:22])[O:23][C:24]1[CH:29]=[CH:28][CH:27]=[CH:26][CH:25]=1 |f:0.1,3.4,6.7.8|. Procedure: A sample of 1.8 g of diphenyl N-benzyloxycarbonylamino(4-amidinophenyl)methanephosphonate hydrochloride was dissolved in 150 ml of 2N HCl methanol solution and after addition of 5% Pd/C catalyst, the solution was stirred under an atmosphere of hydrogen until the theoretical amount of hydrogen was consumed. The catalyst was removed by filtration and after evaporation of the methanol, the residue was crystallized from ethanol-ether. In several experiments, the yields were 60-80%; mp. 213°-215° C.;... Reactants: Cl.NC1[C@@H]2N(C(=C(CS2)Cl)C(=O)OCC2=CC=C(C=C2)[N+](=O)[O-])C1=O (p-Nitrobenzyl 7-amino-3-chloro-3-cephem-4-carboxylate hydrochloride), C(=O)NC=1SC=C(N1)C(C(=O)O)=NOC (2-(2-formamido-4-thiazolyl)-2-methoxyiminoacetic acid), P(=O)(Cl)(Cl)Cl (phosphorous oxychloride), C[N+](=CCl)C.[Cl-] (Vilsmeier reagent), resultant solution, C[N+](=CCl)C.[Cl-] (Vilsmeier reagent). Solvent: C[Si](C)(C)CC(=O)N (trimethylsilylacetamide), C(C)(=O)OCC (ethyl acetate), CN(C=O)C (N,N-Dimethylformamide), C(C)(=O)OCC (ethyl acetate), C(C)(=O)OCC (ethyl acetate), O (water). The product is C(=O)NC=1SC=C(N1)C(C(=O)NC1[C@@H]2N(C(=C(CS2)Cl)C(=O)OCC2=CC=C(C=C2)[N+](=O)[O-])C1=O)=NOC (p-nitrobenzyl 7-{2-(2-formamido-4-thiazolyl)-2-methoxyiminoacetamido}-3-chloro-3-cephem-4-carboxylate). Yield: 51.8%. As a reaction SMILES: P(Cl)(Cl)(Cl)=O.C[N+](C)=CCl.[Cl-].[CH:12]([NH:14][C:15]1[S:16][CH:17]=[C:18]([C:20](=[N:24][O:25][CH3:26])[C:21]([OH:23])=O)[N:19]=1)=[O:13].Cl.[NH2:28][CH:29]1[C:50](=[O:51])[N:31]2[C:32]([C:37]([O:39][CH2:40][C:41]3[CH:46]=[CH:45][C:44]([N+:47]([O-:49])=[O:48])=[CH:43][CH:42]=3)=[O:38])=[C:33]([Cl:36])[CH2:34][S:35][C@H:30]12>C(OCC)(=O)C.C[Si](CC(N)=O)(C)C.O.CN(C)C=O>[CH:12]([NH:14][C:15]1[S:16][CH:17]=[C:18]([C:20](=[N:24][O:25][CH3:26])[C:21]([NH:28][CH:29]2[C:50](=[O:51])[N:31]3[C:32]([C:37]([O:39][CH2:40][C:41]4[CH:42]=[CH:43][C:44]([N+:47]([O-:49])=[O:48])=[CH:45][CH:46]=4)=[O:38])=[C:33]([Cl:36])[CH2:34][S:35][C@H:30]23)=[O:23])[N:19]=1)=[O:13] |f:1.2,4.5|. Procedure details: N,N-Dimethylformamide (0.16 g.) and phosphorous oxychloride (0.34 g.) were mixed to prepare Vilsmeier reagent in a usual manner, and the resultant Vilsmeier reagent was suspended in dry ethyl acetate. To the suspension was added 2-(2-formamido-4-thiazolyl)-2-methoxyiminoacetic acid (syn isomer, 0.46 g.) under ice-cooling with stirring, and then the solution was stirred at the same temperature for 30 minutes to prepare the activated acid solution. p-Nitrobenzyl 7-amino-3-chloro-3-cephem-4-carboxy... Starting materials: C(C)OC(=O)C1(OC(C(=C1SCC=1OC=CC1)O)=O)CSCC=1OC=CC1 (4-hydroxy-5-oxo-3-(2-furanylmethylsulfanyl)-2-[(2-furanylmethylsulfanyl)-methyl]-2,5-dihydrofuran-2-carboxylic acid ethyl ester), [Li+].[BH4-] (LiBH4), Cl (hydrochloric acid), O (water), O (water). The solvent is O1CCCC1 (tetrahydrofuran), O1CCCC1 (THF). Reaction conditions: time 8 hour. The product is O1C(=CC=C1)CSC1=C(C(OC1(CO)CSCC=1OC=CC1)=O)O (4-(furan-2-ylmethylsulfanyl)-5-(furan-2-ylmethylsulfanylmethyl)-3-hydroxy-5-hydroxymethyl-5H-furan-2-one). The yield is 12.4%. As a reaction SMILES: C([O:3][C:4]([C:6]1([CH2:20][S:21][CH2:22][C:23]2[O:24][CH:25]=[CH:26][CH:27]=2)[C:10]([S:11][CH2:12][C:13]2[O:14][CH:15]=[CH:16][CH:17]=2)=[C:9]([OH:18])[C:8](=[O:19])[O:7]1)=O)C.[Li+].[BH4-].O.Cl>O1CCCC1>[O:14]1[CH:15]=[CH:16][CH:17]=[C:13]1[CH2:12][S:11][C:10]1[C:6]([CH2:20][S:21][CH2:22][C:23]2[O:24][CH:25]=[CH:26][CH:27]=2)([CH2:4][OH:3])[O:7][C:8](=[O:19])[C:9]=1[OH:18] |f:1.2|. Procedure details: To a solution of 4-hydroxy-5-oxo-3-(2-furanylmethylsulfanyl)-2-[(2-furanylmethylsulfanyl)-methyl]-2,5-dihydrofuran-2-carboxylic acid ethyl ester (0.5 g, 1.219 mmol) in anhydrous tetrahydrofuran (THF, 30 mL) was added a THF solution of LiBH4 (2 mL, 4 mmol) at 0-5° C. under argon atmosphere. The mixture was stirred overnight at room temperature and water (1 mL) was slowly added. The mixture was stirred for 5 min and concentrated hydrochloric acid (1 mL) was added. The solution was mixed with water... Reactants: Clc1nccc(-c2c[nH]c3ccccc23)n1, [H-], CI, [Na+], CN(C)C=O, O. Yields the product Cn1cc(-c2ccnc(Cl)n2)c2ccccc21. Reaction SMILES: [Cl:3][c:4]1[n:5][cH:6][cH:7][c:8](-[c:10]2[cH:11][nH:12][c:13]3[cH:14][cH:15][cH:16][cH:17][c:18]23)[n:9]1.[H-:2].[I:19][CH3:20].[Na+:1].[O:22]=[CH:23][N:24]([CH3:25])[CH3:26].[OH2:21]>>[Cl:3][c:4]1[n:5][cH:6][cH:7][c:8](-[c:10]2[cH:11][n:12]([CH3:20])[c:13]3[cH:14][cH:15][cH:16][cH:17][c:18]23)[n:9]1. Reaction conditions: time 8 hour. Reported procedure: 1.0 g (2.93 mmol) of methyl 3-bromomethyl-2-chloro-4-methylsulfonylbenzoate was dissolved in 10 ml of cyclohexanol and treated with 0.33 g (2.93 mmol) of potasisum tert-butoxide. The mixture was stirred overnight at room temperature and then concentrated on a rotary evaporator. The residue was dissolved in 16 ml of tetrahydrofuran and 8 ml of water and refluxed for 4 h together with 0.55 g of NaOH (13.74 mmol). It was then allowed to cool and was largely concentrated on a rotary evaporator and t... As a reaction SMILES: Br[CH2:2][C:3]1[C:4]([Cl:17])=[C:5]([CH:10]=[CH:11][C:12]=1[S:13]([CH3:16])(=[O:15])=[O:14])[C:6]([O:8]C)=[O:7].CC(C)([O-])C.O.[OH-].[Na+].[CH:26]1([OH:32])[CH2:31][CH2:30][CH2:29][CH2:28][CH2:27]1>>[Cl:17][C:4]1[C:3]([CH2:2][O:32][CH:26]2[CH2:31][CH2:30][CH2:29][CH2:28][CH2:27]2)=[C:12]([S:13]([CH3:16])(=[O:15])=[O:14])[CH:11]=[CH:10][C:5]=1[C:6]([OH:8])=[O:7] |f:3.4|. Product: ClC1=C(C(=O)O)C=CC(=C1COC1CCCCC1)S(=O)(=O)C (2-Chloro-3-cyclohexanyloxymethyl-4-methylsulfonylbenzoic acid). The reactants are BrCC=1C(=C(C(=O)OC)C=CC1S(=O)(=O)C)Cl (methyl 3-bromomethyl-2-chloro-4-methylsulfonylbenzoate), C1(CCCCC1)O (cyclohexanol), O (water), [OH-].[Na+] (NaOH), CC(C)([O-])C (tert-butoxide).